From a dataset of the Open Reaction Database (ORD), a public repository of structured organic reaction records. describe an organic reaction: reactants, conditions, products, and yield The reactants are BrBr, Br, CC(=O)O, CC(=O)c1cc2nc(Cl)nc(N3CCOCC3)c2s1, ClC(Cl)Cl. RXN SMILES: [Br:20][Br:21].[BrH:26].[CH3:27][C:28](=[O:29])[OH:30].[Cl:1][c:2]1[n:3][c:4]([N:14]2[CH2:15][CH2:16][O:17][CH2:18][CH2:19]2)[c:5]2[c:6]([n:7]1)[cH:8][c:9]([C:11]([CH3:12])=[O:13])[s:10]2.[Cl:22][CH:23]([Cl:24])[Cl:25]>>[Cl:1][c:2]1[n:3][c:4]([N:14]2[CH2:15][CH2:16][O:17][CH2:18][CH2:19]2)[c:5]2[c:6]([n:7]1)[cH:8][c:9]([C:11]([CH2:12][Br:20])=[O:13])[s:10]2. Product: O=C(CBr)c1cc2nc(Cl)nc(N3CCOCC3)c2s1. The reactants are Cl (HCl), N(=O)OCCC(C)C (isoamyl nitrite), C(C)OCC=C(C)C (1-ethoxy-3-methyl-2-butene). Conditions: temperature 5 celsius, time 30 minute. Yields the product ClC(C(COCC)N=O)(C)C (3-Chloro-3-methyl-1-ethoxy-2-nitrosobutane). Reaction SMILES: [ClH:1].[N:2]([O:4]CCC(C)C)=O.[CH2:10]([O:12][CH2:13][CH:14]=[C:15]([CH3:17])[CH3:16])[CH3:11]>>[Cl:1][C:15]([CH3:17])([CH3:16])[CH:14]([N:2]=[O:4])[CH2:13][O:12][CH2:10][CH3:11]. Procedure details: Concentrated HCl was added to a cooled (0-5° C.) solution of isoamyl nitrite (14.0 g, 0.12 mol) and 1-ethoxy-3-methyl-2-butene (6.84 g, 0.06 mol). The temperature was maintained below, 5° C. during the addition and the reaction mixture was stirred at 5° C. for an additional 30 min. The product was filtered and washed with a cold (−20° C.) 1:1 mixture of ethanol and ether. The solid was further washed with ether to afford the title product as a white solid. Yield 6.9 g (64%). mp: 84-85° C. 1H NMR...